From a dataset of the Open Reaction Database (ORD), a public repository of structured organic reaction records. describe an organic reaction: reactants, conditions, products, and yield The reactants are C(C)(CC)[Li] (sec-butyllithium), OO (hydrogen peroxide), FC1=C(C=CC=C1F)OC[C@@H]1CC[C@H](CC1)[C@@H]1CC[C@H](CC1)C=C (2,3-difluoro-1-(trans-4-(trans-4-vinylcyclohexyl)cyclohexyl)methoxybenzene), B(OC)(OC)OC (trimethyl borate). The solvent is C1(=CC=CC=C1)C (toluene), O (Water), O (water), C1CCCCC1 (cyclohexane), CCCCCC (hexane), C1CCOC1 (THF). Reaction conditions: temperature 0 celsius, time 30 minute. Yields the product FC1=C(C=CC(=C1F)OC[C@@H]1CC[C@H](CC1)[C@@H]1CC[C@H](CC1)C=C)O (2,3-difluoro-4-(trans-4-(trans-4-vinylcyclohexyl)cyclohexyl)methoxyphenol). Reaction SMILES: [F:1][C:2]1[C:7]([F:8])=[CH:6][CH:5]=[CH:4][C:3]=1[O:9][CH2:10][C@H:11]1[CH2:16][CH2:15][C@H:14]([C@H:17]2[CH2:22][CH2:21][C@H:20]([CH:23]=[CH2:24])[CH2:19][CH2:18]2)[CH2:13][CH2:12]1.C([Li])(CC)C.B(OC)(OC)[O:31]C.OO>C1COCC1.C1(C)C=CC=CC=1.O.C1CCCCC1.CCCCCC>[F:8][C:7]1[C:2]([F:1])=[C:3]([O:9][CH2:10][C@H:11]2[CH2:12][CH2:13][C@H:14]([C@H:17]3[CH2:22][CH2:21][C@H:20]([CH:23]=[CH2:24])[CH2:19][CH2:18]3)[CH2:15][CH2:16]2)[CH:4]=[CH:5][C:6]=1[OH:31]. Reported procedure: 15.7 g of 2,3-difluoro-1-(trans-4-(trans-4-vinylcyclohexyl)cyclohexyl)methoxybenzene was dissolved in 80 mL of THF, and 51 mL of sec-butyllithium (1.01 M hexane, a cyclohexane solution) was added dropwise thereto at an internal temperature of −45° C. or lower. Then, further stirring was continued for 30 min. To this solution, 5.9 g of trimethyl borate was added dropwise at an internal temperature of −40° C. or lower, and further stirring was continued for 30 min, and then the temperature was inc... Starting materials: CCOC(C)=O, COC(=O)C1CCCC[NH2+]1, [Cl-], N, [Na+], [OH-]. The product is NC(=O)C1CCCCN1. Reaction SMILES: [CH3:12][CH2:13][O:14][C:15](=[O:16])[CH3:17].[CH3:2][O:3][C:4](=[O:5])[CH:6]1[NH2+:7][CH2:8][CH2:9][CH2:10][CH2:11]1.[Cl-:1].[NH3:20].[Na+:19].[OH-:18]>>[O:3]=[C:4]([CH:6]1[NH:7][CH2:8][CH2:9][CH2:10][CH2:11]1)[NH2:20]. The reactants are ClC1=CC=[N+](C=C1)[O-] (4-Chloropyridine-N-oxide), ClC1=C(C=CC(=C1)Cl)B(O)O (2,4-dichlorophenylboronic acid). Product: ClC1=C(C=CC(=C1)Cl)C1=CC=[N+](C=C1)[O-] (4-(2,4-Dichlorophenyl)pyridine 1-oxide). Isolated yield 48.6%. Reaction SMILES: Cl[C:2]1[CH:7]=[CH:6][N+:5]([O-:8])=[CH:4][CH:3]=1.[Cl:9][C:10]1[CH:15]=[C:14]([Cl:16])[CH:13]=[CH:12][C:11]=1B(O)O>>[Cl:9][C:10]1[CH:15]=[C:14]([Cl:16])[CH:13]=[CH:12][C:11]=1[C:2]1[CH:7]=[CH:6][N+:5]([O-:8])=[CH:4][CH:3]=1. Procedure: 4-Chloropyridine-N-oxide (1.5 g, 12 mmol), 2,4-dichlorophenylboronic acid (5.4 g, 29 mmol) were reacted according to the procedure of Example 39 (step a) to provide the title compound (1.40 g, 50%) as a grey solid: 1H NMR (500 MHz, CD3OD) δ 8.26 (d, J=6.9 Hz, 2H), 7.53 (d, J=2.0 Hz, 1H), 7.37-7.35 (m, 3H), 7.29 (d, J=8.3 Hz, 1H). The reactants are ClC1=C(C(=O)O)C=C(C=C1)S(=O)(=O)N1CCC(CC1)CO (2-Chloro-5-(4-hydroxymethylpiperidinosulfonyl)benzoic acid), S(=O)(Cl)Cl (thionyl chloride). The product is ClC1=C(C(=O)O)C=C(C=C1)S(=O)(=O)N1CCC(CC1)CCl (2-Chloro-5-(4-chloromethylpiperidinosulfonyl)benzoic Acid). As a reaction SMILES: [Cl:1][C:2]1[CH:10]=[CH:9][C:8]([S:11]([N:14]2[CH2:19][CH2:18][CH:17]([CH2:20]O)[CH2:16][CH2:15]2)(=[O:13])=[O:12])=[CH:7][C:3]=1[C:4]([OH:6])=[O:5].S(Cl)([Cl:24])=O>>[Cl:1][C:2]1[CH:10]=[CH:9][C:8]([S:11]([N:14]2[CH2:19][CH2:18][CH:17]([CH2:20][Cl:24])[CH2:16][CH2:15]2)(=[O:13])=[O:12])=[CH:7][C:3]=1[C:4]([OH:6])=[O:5]. Procedure details: 2-Chloro-5-(4-hydroxymethylpiperidinosulfonyl)benzoic acid (5.0 g.) is refluxed overnight with 50 ml. of thionyl chloride. After evaporation to dryness, the residue is dissolved in 70 ml. of acetone, 30 ml. of water added and the mixture is allowed to stand at room temperature for a half hour. The solution is then filtered and concentrated to half volume. On the addition of 20 ml. of water a precipitated oil is obtained which crystallizes on stirring. Recrystallization from acetone-benzene yield... Starting materials: OCCCCCCCCCCCCCCCCCC(=O)OC (methyl 18-hydroxyoctadecanoate), N1=CC=CC=C1 (pyridine), C1(=CC=C(C=C1)S(=O)(=O)Cl)C (p-toluenesulfonyl chloride). Run in C(Cl)Cl (methylene chloride). Conditions: time 16 hour. The product is S(=O)(=O)(C1=CC=C(C)C=C1)OCCCCCCCCCCCCCCCCCC(=O)OC (methyl 18-tosyloxyoctadecanoate). Isolated yield 84.9%. As a reaction SMILES: [OH:1][CH2:2][CH2:3][CH2:4][CH2:5][CH2:6][CH2:7][CH2:8][CH2:9][CH2:10][CH2:11][CH2:12][CH2:13][CH2:14][CH2:15][CH2:16][CH2:17][CH2:18][C:19]([O:21][CH3:22])=[O:20].N1C=CC=CC=1.[C:29]1([CH3:39])[CH:34]=[CH:33][C:32]([S:35](Cl)(=[O:37])=[O:36])=[CH:31][CH:30]=1>C(Cl)Cl>[S:35]([O:1][CH2:2][CH2:3][CH2:4][CH2:5][CH2:6][CH2:7][CH2:8][CH2:9][CH2:10][CH2:11][CH2:12][CH2:13][CH2:14][CH2:15][CH2:16][CH2:17][CH2:18][C:19]([O:21][CH3:22])=[O:20])([C:32]1[CH:33]=[CH:34][C:29]([CH3:39])=[CH:30][CH:31]=1)(=[O:37])=[O:36]. Reported procedure: In 50 ml of methylene chloride, methyl 18-hydroxyoctadecanoate (4.5 g, 14.3 mmoles) was dissolved. To the obtained solution was added pyridine (4.53 g, 57.2 mmoles), and then was gradually added p-toluenesulfonyl chloride (5.46 g, 28.6 mmoles) with ice-cooling over a period of 1 hour. Thereafter, reaction was carried out for 16 hours in a refrigerator. The reaction mixture was washed with a 10% aqueous hydrochloric acid solution, water, saturated aqueous sodium hydrogen carbonate solution, water... The reactants are example 5 ( 1 ), NCC(C(=O)OC)C1(OCCO1)C (methyl 3-amino-2-(2-methyl-[1,3]dioxolan-2-yl)propionate), BrC=1C=C2C(C(=O)OC2=O)=CC1 (4-bromophthalic anhydride). Product: BrC=1C=C2C(N(C(C2=CC1)=O)CC(C(=O)OC)C1(OCCO1)C)=O (Methyl 3-(5-bromo-1,3-dioxo-1,3-dihydro-isoindol-2-yl)-2-(2-methyl-[1,3]dioxolan-2-yl)propionate). Reaction SMILES: [NH2:1][CH2:2][CH:3]([C:8]1([CH3:13])[O:12][CH2:11][CH2:10][O:9]1)[C:4]([O:6][CH3:7])=[O:5].[Br:14][C:15]1[CH:16]=[C:17]2[C:22](=O)[O:21][C:19](=[O:20])[C:18]2=[CH:24][CH:25]=1>>[Br:14][C:15]1[CH:16]=[C:17]2[C:18](=[CH:24][CH:25]=1)[C:19](=[O:20])[N:1]([CH2:2][CH:3]([C:8]1([CH3:13])[O:9][CH2:10][CH2:11][O:12]1)[C:4]([O:6][CH3:7])=[O:5])[C:22]2=[O:21]. Reported procedure: Methyl 3-(5-bromo-1,3-dioxo-1,3-dihydro-isoindol-2-yl)-2-(2-methyl-[1,3]dioxolan-2-yl)propionate was prepared (0.48 g, 57 mmol) in the same manner as described in the above example 5 (1) from methyl 3-amino-2-(2-methyl-[1,3]dioxolan-2-yl)propionate (0.62 g, 2.75 mmol) and 4-bromophthalic anhydride (0.62 g, 2.75 mmol), and the obtained product was identified with the following NMR data.